This data is from the Open Reaction Database (ORD), a public repository of structured organic reaction records. The task is: describe an organic reaction: reactants, conditions, products, and yield The reactants are C1=CC(=CC(=C1)Cl)C(=O)OO (MCPBA), CC1OC2=C(C1)C=CC=C2NNC(=O)N(C)OC (1-(2,3-dihydro-2-methylbenzofuran-7-yl)-4-methoxy-4-methylsemicarbazide). Solvent: C(Cl)Cl (methylene chloride), C(Cl)Cl (methylene chloride). Reaction conditions: temperature 0 celsius, time 15 minute. Product: CC1OC2=C(C1)C=CC=C2N=NC(=O)N(C)OC (2-(2,3-dihydro-2-methylbenzofuran-7-yl)-N-methoxy-N-methyldiazenecarboxamide). Reaction SMILES: C1C=C(Cl)C=C(C(OO)=O)C=1.[CH3:12][CH:13]1[CH2:17][C:16]2[CH:18]=[CH:19][CH:20]=[C:21]([NH:22][NH:23][C:24]([N:26]([O:28][CH3:29])[CH3:27])=[O:25])[C:15]=2[O:14]1>C(Cl)Cl>[CH3:12][CH:13]1[CH2:17][C:16]2[CH:18]=[CH:19][CH:20]=[C:21]([N:22]=[N:23][C:24]([N:26]([O:28][CH3:29])[CH3:27])=[O:25])[C:15]=2[O:14]1. Procedure: A solution of 4.4 g of MCPBA in 150 ml of methylene chloride was added drop-by-drop (over 15 minutes) to a stirred mixture of 5.4 g of 1E and 150 ml of methylene chloride, at 0° C. The mixture then was stirred at 0° C. for 15 minutes, washed with 10% aqueous sodium carbonate solution, then cold water, dried (MgSO4) and the solvent was evaporated, to give 1, as an orange oil.